Task: describe an organic reaction: reactants, conditions, products, and yield. Dataset: the Open Reaction Database (ORD), a public repository of structured organic reaction records Reactants: C(C)(C)(C)OC(NCC1(CCNCC1)C)=O (Tert-butyl[(4-methylpiperidin-4-yl)methyl]carbamate), CCN(C(C)C)C(C)C (DIPEA), CN1CCCC1=O (NMP), ClC1=C2C(=C(C3=NC4=C(N31)C=CC=C4)C(=O)N)CCC2 (11-chloro-2,3-dihydro-1H-cyclopenta[4,5]pyrido[1,2-a]benzimidazole-4-carboxamide). Run in O (water). Reaction conditions: time 1 hour. The product is Cl.Cl.NCC1(CCN(CC1)C1=C2C(=C(C3=NC4=C(N31)C=CC=C4)C(=O)N)CCC2)C (11-[4-(aminomethyl)-4-methylpiperidin-1-yl]-2,3-dihydro-1H-cyclopenta[4,5]pyrido[1,2-a]benzimidazole-4-carboxamide dihydrochloride). Isolated yield 78.5%. Reaction SMILES: C(OC(=O)[NH:7][CH2:8][C:9]1([CH3:15])[CH2:14][CH2:13][NH:12][CH2:11][CH2:10]1)(C)(C)C.CCN(C(C)C)C(C)C.CN1C(=O)CCC1.[Cl:33][C:34]1[N:42]2[C:38](=[N:39][C:40]3[CH:46]=[CH:45][CH:44]=[CH:43][C:41]=32)[C:37]([C:47]([NH2:49])=[O:48])=[C:36]2[CH2:50][CH2:51][CH2:52][C:35]=12>O>[ClH:33].[ClH:33].[NH2:7][CH2:8][C:9]1([CH3:15])[CH2:10][CH2:11][N:12]([C:34]2[N:42]3[C:38](=[N:39][C:40]4[CH:46]=[CH:45][CH:44]=[CH:43][C:41]=43)[C:37]([C:47]([NH2:49])=[O:48])=[C:36]3[CH2:50][CH2:51][CH2:52][C:35]=23)[CH2:13][CH2:14]1 |f:5.6.7|. Procedure: Tert-butyl[(4-methylpiperidin-4-yl)methyl]carbamate (343 mg), and DIPEA (348 μl) were added to an NMP (3 ml) solution of 11-chloro-2,3-dihydro-1H-cyclopenta[4,5]pyrido[1,2-a]benzimidazole-4-carboxamide (286 mg), and heating and stirring were performed at 200° C. for 60 minutes under microwave irradiation. After adding water to the reaction liquid, the resulting precipitate was collected by filtration and dried under reduced pressure. The resulting solid was suspended in chloroform, TFA was then ... Reactants: C(=O)C1CN(C1)C(=O)OC(C)(C)C (tert-butyl 3-formylazetidine-1-carboxylate), BrC=1C=C2C(=C(C(=NC2=CC1)OC)CC1=CC=C(C=C1)C(F)(F)F)Cl (6-Bromo-4-chloro-2-methoxy-3-(4-(trifluoromethyl)benzyl)quinoline), BrC=1C=C2C(=C(C(=NC2=CC1)OC)CC1=CC=C(C=C1)C(F)(F)F)Cl (6-Bromo-4-chloro-2-methoxy-3-(4-(trifluoromethyl)benzyl)quinoline), [Li]CCCC (n-BuLi). Solvent: C1CCOC1 (THF). Conditions: temperature -75 celsius, time 2 minute. Product: C(C)(C)(C)OC(=O)N1CC(C1)C(O)C=1C=C2C(=C(C(=NC2=CC1)OC)CC1=CC=C(C=C1)C(F)(F)F)Cl (tert-Butyl-3-((4-chloro-2-methoxy-3-(4-(trifluoromethyl)benzyl)quinolin-6-yl)(hydroxy)methyl)azetidine-1-carboxylate). RXN SMILES: Br[C:2]1[CH:3]=[C:4]2[C:9](=[CH:10][CH:11]=1)[N:8]=[C:7]([O:12][CH3:13])[C:6]([CH2:14][C:15]1[CH:20]=[CH:19][C:18]([C:21]([F:24])([F:23])[F:22])=[CH:17][CH:16]=1)=[C:5]2[Cl:25].[Li]CCCC.[CH:31]([CH:33]1[CH2:36][N:35]([C:37]([O:39][C:40]([CH3:43])([CH3:42])[CH3:41])=[O:38])[CH2:34]1)=[O:32]>C1COCC1>[C:40]([O:39][C:37]([N:35]1[CH2:36][CH:33]([CH:31]([C:2]2[CH:3]=[C:4]3[C:9](=[CH:10][CH:11]=2)[N:8]=[C:7]([O:12][CH3:13])[C:6]([CH2:14][C:15]2[CH:16]=[CH:17][C:18]([C:21]([F:22])([F:23])[F:24])=[CH:19][CH:20]=2)=[C:5]3[Cl:25])[OH:32])[CH2:34]1)=[O:38])([CH3:43])([CH3:42])[CH3:41]. Procedure details: To a flask containing 6-bromo-4-chloro-2-methoxy-3-(4-(trifluoromethyl)benzyl)quinoline (1.0 g, 2.32 mmol, Intermediate 5: step d) was added THF (30 mL) at room temperature which resulted in a colorless homogeneous mixture. The solution was cooled to −75° C. and then n-BuLi (2.5 M in hexanes, 1.08 mL, 2.69 mmol) was added dropwise. After 2 minutes, tert-butyl 3-formylazetidine-1-carboxylate (545 mg, 2.94 mmol in 3 mL THF) was introduced. After 5 minutes, the reaction mixture was transferred to a... Run at temperature 0 celsius, time 10 minute. Starting materials: FC(C(=O)N)(F)F (trifluoroacetamide), [OH-].[Na+] (sodium hydroxide), FC=1C=CC(=C(C1)N)[N+](=O)[O-] (5-fluoro-2-nitrophenylamine), FC(C(=O)OC(C(F)(F)F)=O)(F)F (trifluoroacetic anhydride), S(=O)(=O)(OC)OC (dimethyl sulfate). Solvent: C1(=CC=CC=C1)C (toluene), C(C)#N (acetonitrile), C(Cl)Cl (methylenechloride). Reported procedure: A solution of 5-fluoro-2-nitrophenylamine (1 eq) in methylenechloride was treated with trifluoroacetic anhydride (1 eq) and stirred for 10 minutes at 0° C. The mixture was quenched with saturated sodium bicarbonate solution. The organic layer was separated and washed with water, brine, dried and evaporated. To the solution of the trifluoroacetamide (1 eq) in a mixture of toluene, acetonitrile and sodium hydroxide solution (50%) was added benzyltrimethylammonium chloride (1 eq) and dimethyl sulfa... The product is FC=1C=CC(=C(C1)CN)[N+](=O)[O-] ((5-fluoro-2-nitrophenyl)methylamine). As a reaction SMILES: [F:1][C:2]1[CH:3]=[CH:4][C:5]([N+:9]([O-:11])=[O:10])=[C:6](N)[CH:7]=1.FC(F)(F)C(OC(=O)C(F)(F)F)=O.FC(F)(F)[C:27]([NH2:29])=O.[OH-].[Na+].S(OC)(OC)(=O)=O>C(Cl)Cl.C1(C)C=CC=CC=1.[Cl-].C([N+](C)(C)C)C1C=CC=CC=1.C(#N)C>[F:1][C:2]1[CH:3]=[CH:4][C:5]([N+:9]([O-:11])=[O:10])=[C:6]([CH2:27][NH2:29])[CH:7]=1 |f:3.4,8.9|. The reagents and catalysts are [Cl-].C(C1=CC=CC=C1)[N+](C)(C)C (benzyltrimethylammonium chloride). The reactants are C(C)(C)(C)OC(=O)N1CCN(CC1)CC=1N2C(SC1)=NC(=C2)C2=C(C=CC=C2)N (4-[6-(2-amino-phenyl)-imidazo[2,1-b]thiazol-3-ylmethyl]-piperazine-1-carboxylic acid tert-butyl ester), [N+](=O)([O-])C1=C(C=CC=C1)C=1N=C2SC(=CN2C1)CO ([6-(2-nitro-phenyl)-imidazo[2,1-b]thiazol-2-yl]-methanol). Yields the product C(C)(C)(C)OC(=O)N1CCN(CC1)CC1=CN2C(S1)=NC(=C2)C2=C(C=CC=C2)N (4-[6-(2-Amino-phenyl)-imidazo[2,1-b]thiazol-2-ylmethyl]-piperazine-1-carboxylic acid tert-butyl ester). As a reaction SMILES: [C:1]([O:5][C:6]([N:8]1[CH2:13][CH2:12][N:11](CC2N3C=C(C4C=CC=CC=4N)N=C3SC=2)[CH2:10][CH2:9]1)=[O:7])([CH3:4])([CH3:3])[CH3:2].[N+:30]([C:33]1[CH:38]=[CH:37][CH:36]=[CH:35][C:34]=1[C:39]1[N:40]=[C:41]2[N:45]([CH:46]=1)[CH:44]=[C:43]([CH2:47]O)[S:42]2)([O-])=O>>[C:1]([O:5][C:6]([N:8]1[CH2:13][CH2:12][N:11]([CH2:47][C:43]2[S:42][C:41]3=[N:40][C:39]([C:34]4[CH:35]=[CH:36][CH:37]=[CH:38][C:33]=4[NH2:30])=[CH:46][N:45]3[CH:44]=2)[CH2:10][CH2:9]1)=[O:7])([CH3:4])([CH3:2])[CH3:3]. Reported procedure: Essentially the same procedure used during the preparation of 4-[6-(2-amino-phenyl)-imidazo[2,1-b]thiazol-3-ylmethyl]-piperazine-1-carboxylic acid tert-butyl ester was employed, except that [6-(2-nitro-phenyl)-imidazo[2,1-b]thiazol-2-yl]-methanol was used as the starting material. The reactants are C=CCOCC(N)c1ccccc1, CC#N, [O-][Cl+3]([O-])([O-])[O-], O=C(NC(Cc1cc(F)cc(F)c1)C1CO1)OCc1ccccc1, [Li+], [Na+], O=C([O-])O. Product: C=CCOCC(NCC(O)C(Cc1cc(F)cc(F)c1)NC(=O)OCc1ccccc1)c1ccccc1. As a reaction SMILES: [CH2:7]([CH:8]=[CH2:9])[O:10][CH2:11][CH:12]([NH2:13])[c:14]1[cH:15][cH:16][cH:17][cH:18][cH:19]1.[CH3:49][C:50]#[N:51].[Cl+3:1]([O-:2])([O-:3])([O-:4])[O-:5].[F:20][c:21]1[cH:22][c:23]([CH2:28][CH:29]([CH:30]2[O:31][CH2:32]2)[NH:33][C:34]([O:35][CH2:36][c:37]2[cH:38][cH:39][cH:40][cH:41][cH:42]2)=[O:43])[cH:24][c:25]([F:27])[cH:26]1.[Li+:6].[Na+:48].[O-:44][C:45]([OH:46])=[O:47]>>[CH2:7]([CH:8]=[CH2:9])[O:10][CH2:11][CH:12]([NH:13][CH2:32][CH:30]([CH:29]([CH2:28][c:23]1[cH:22][c:21]([F:20])[cH:26][c:25]([F:27])[cH:24]1)[NH:33][C:34]([O:35][CH2:36][c:37]1[cH:38][cH:39][cH:40][cH:41][cH:42]1)=[O:43])[OH:31])[c:14]1[cH:15][cH:16][cH:17][cH:18][cH:19]1. The reactants are N1=C(C=CC(=C1)C(=O)O)C(=O)O (pyridine-2,5-dicarboxylic acid), CC=1C=CC(=C(CO)C1)[N+](=O)[O-] (5-methyl-2-nitro-benzyl alcohol), C([O-])(O)=O.[Na+] (sodium bicarbonate), acid chloride, S(=O)(Cl)Cl (thionyl chloride). Solvent: C(Cl)Cl (methylene chloride), C(Cl)Cl (methylene chloride). Conditions: time 8 hour. Product: N1=C(C=CC(=C1)C(=O)OCC1=C(C=CC(=C1)C)[N+](=O)[O-])C(=O)OCC1=C(C=CC(=C1)C)[N+](=O)[O-] (Di(5-methyl-2-nitro-benzyl) pyridine-2,5-dicarboxylate). As a reaction SMILES: [N:1]1[CH:6]=[C:5]([C:7]([OH:9])=[O:8])[CH:4]=[CH:3][C:2]=1[C:10]([OH:12])=[O:11].S(Cl)(Cl)=O.[CH3:17][C:18]1[CH:19]=[CH:20][C:21]([N+:26]([O-:28])=[O:27])=[C:22]([CH:25]=1)[CH2:23]O.C(=O)(O)[O-].[Na+]>C(Cl)Cl>[N:1]1[CH:6]=[C:5]([C:7]([O:9][CH2:23][C:22]2[CH:25]=[C:18]([CH3:17])[CH:19]=[CH:20][C:21]=2[N+:26]([O-:28])=[O:27])=[O:8])[CH:4]=[CH:3][C:2]=1[C:10]([O:12][CH2:23][C:22]1[CH:25]=[C:18]([CH3:17])[CH:19]=[CH:20][C:21]=1[N+:26]([O-:28])=[O:27])=[O:11] |f:3.4|. Procedure: Analogously to Example 1, 5 g of pyridine-2,5-dicarboxylic acid are converted into the acid chloride with 40 ml of thionyl chloride in 30 ml of methylene chloride and this is reacted with 10 g of 5-methyl-2-nitro-benzyl alcohol in 50 ml of methylene chloride. The reaction mixture is stirred overnight at room temperature, sodium bicarbonate solution is then added, the mixture is extracted with methylene chloride and the organic phase is dried. After the solvent has been stripped off, the residue ...